This data is from the Open Reaction Database (ORD), a public repository of structured organic reaction records. The task is: describe an organic reaction: reactants, conditions, products, and yield The reactants are CC(C)(O)c1ncc(Br)cn1, COCCOC, CCO, [Na+], O=C([O-])O, CC(c1ccc(B2OC(C)(C)C(C)(C)O2)cc1)N1CCC(CC(C)(C)O)(c2ccccc2)OC1=O, c1ccc(P(c2ccccc2)(c2ccccc2)[Pd](P(c2ccccc2)(c2ccccc2)c2ccccc2)(P(c2ccccc2)(c2ccccc2)c2ccccc2)P(c2ccccc2)(c2ccccc2)c2ccccc2)cc1. The product is CC(c1ccc(-c2cnc(C(C)(C)O)nc2)cc1)N1CCC(CC(C)(C)O)(c2ccccc2)OC1=O. RXN SMILES: [Br:1][c:2]1[cH:3][n:4][c:5]([C:8]([CH3:9])([CH3:10])[OH:11])[n:6][cH:7]1.[CH3:52][O:53][CH2:54][CH2:55][O:56][CH3:57].[CH3:58][CH2:59][OH:60].[Na+:51].[O-:47][C:48]([OH:49])=[O:50].[OH:12][C:13]([CH2:14][C:15]1([c:39]2[cH:40][cH:41][cH:42][cH:43][cH:44]2)[CH2:16][CH2:17][N:18]([CH:22]([CH3:23])[c:24]2[cH:25][cH:26][c:27]([B:30]3[O:31][C:32]([CH3:33])([CH3:34])[C:35]([CH3:36])([CH3:37])[O:38]3)[cH:28][cH:29]2)[C:19](=[O:21])[O:20]1)([CH3:45])[CH3:46].[cH:61]1[cH:62][cH:63][c:64]([P:65]([Pd:66]([P:67]([c:68]2[cH:69][cH:70][cH:71][cH:72][cH:73]2)([c:74]2[cH:75][cH:76][cH:77][cH:78][cH:79]2)[c:80]2[cH:81][cH:82][cH:83][cH:84][cH:85]2)([P:86]([c:87]2[cH:88][cH:89][cH:90][cH:91][cH:92]2)([c:93]2[cH:94][cH:95][cH:96][cH:97][cH:98]2)[c:99]2[cH:100][cH:101][cH:102][cH:103][cH:104]2)[P:105]([c:106]2[cH:107][cH:108][cH:109][cH:110][cH:111]2)([c:112]2[cH:113][cH:114][cH:115][cH:116][cH:117]2)[c:118]2[cH:119][cH:120][cH:121][cH:122][cH:123]2)([c:124]2[cH:125][cH:126][cH:127][cH:128][cH:129]2)[c:130]2[cH:131][cH:132][cH:133][cH:134][cH:135]2)[cH:136][cH:137]1>>[c:2]1(-[c:27]2[cH:26][cH:25][c:24]([CH:22]([N:18]3[CH2:17][CH2:16][C:15]([CH2:14][C:13]([OH:12])([CH3:45])[CH3:46])([c:39]4[cH:40][cH:41][cH:42][cH:43][cH:44]4)[O:20][C:19]3=[O:21])[CH3:23])[cH:29][cH:28]2)[cH:3][n:4][c:5]([C:8]([CH3:9])([CH3:10])[OH:11])[n:6][cH:7]1.